From a dataset of the Open Reaction Database (ORD), a public repository of structured organic reaction records. describe an organic reaction: reactants, conditions, products, and yield Starting materials: BrC1=C(C2=C(S1)CCCC2)C(=O)NC2=C(C=C(C=C2)C)O (2-bromo-4,5,6,7-tetrahydro-N-(2-hydroxy4-methylphenyl)-benzo[b]thiophene-3-carboxamide), C([O-])([O-])=O.[K+].[K+] (potassium carbonate). The solvent is CS(=O)C (dimethyl sulfoxide). Product: CC1=CC2=C(NC(C3=C(O2)SC2=C3CCCC2)=O)C=C1 (1,2,3,4-tetrahydro-8-methyl[1]benzothieno[2,3-b][1,5]benzoxazepin-12(11H)-one). Yield: 41.4%. Reaction SMILES: Br[C:2]1[S:6][C:5]2[CH2:7][CH2:8][CH2:9][CH2:10][C:4]=2[C:3]=1[C:11]([NH:13][C:14]1[CH:19]=[CH:18][C:17]([CH3:20])=[CH:16][C:15]=1[OH:21])=[O:12].C(=O)([O-])[O-].[K+].[K+]>CS(C)=O>[CH3:20][C:17]1[CH:18]=[CH:19][C:14]2[NH:13][C:11](=[O:12])[C:3]3[C:4]4[CH2:10][CH2:9][CH2:8][CH2:7][C:5]=4[S:6][C:2]=3[O:21][C:15]=2[CH:16]=1 |f:1.2.3|. Procedure: In the same manner as in Example 18 and using 2-bromo-4,5,6,7-tetrahydro-N-(2-hydroxy4-methylphenyl)-benzo[b]thiophene-3-carboxamide (5.8 g), dimethyl sulfoxide (80 ml) and potassium carbonate (4.7 g), 1,2,3,4-tetrahydro-8-methyl[1]benzothieno[2,3-b][1,5]benzoxazepin-12(11H)-one (1.87 g) was obtained. Reactants: C(C1=CC=CC=C1)OC1=CC(N(C=C1)C=1C=CC=2C3=C(N(C2C1)C)CCCNC3)=O (4-(benzyloxy)-1-(6-methyl-1,2,3,4,5,6-hexahydroazepino[4,3-b]indol-8-yl)pyridin-2(1H)-one), Cl (HCl), C(C)OCC (diethyl ether). The solvent is C(Cl)Cl (CH2Cl2). Reaction conditions: time 1 hour. Product: Cl.C(C1=CC=CC=C1)OC1=CC(N(C=C1)C=1C=CC=2C3=C(N(C2C1)C)CCCNC3)=O (4-(Benzyloxy)-1-(6-methyl-1,2,3,4,5,6-hexahydroazepino[4,3-b]indol-8-yl)pyridin-2(1H)-one hydrochloride). Yield: 95.0%. As a reaction SMILES: [CH2:1]([O:8][C:9]1[CH:14]=[CH:13][N:12]([C:15]2[CH:16]=[CH:17][C:18]3[C:19]4[CH2:29][NH:28][CH2:27][CH2:26][CH2:25][C:20]=4[N:21]([CH3:24])[C:22]=3[CH:23]=2)[C:11](=[O:30])[CH:10]=1)[C:2]1[CH:7]=[CH:6][CH:5]=[CH:4][CH:3]=1.[ClH:31].C(OCC)C>C(Cl)Cl>[ClH:31].[CH2:1]([O:8][C:9]1[CH:14]=[CH:13][N:12]([C:15]2[CH:16]=[CH:17][C:18]3[C:19]4[CH2:29][NH:28][CH2:27][CH2:26][CH2:25][C:20]=4[N:21]([CH3:24])[C:22]=3[CH:23]=2)[C:11](=[O:30])[CH:10]=1)[C:2]1[CH:3]=[CH:4][CH:5]=[CH:6][CH:7]=1 |f:4.5|. Reported procedure: A solution of 4-(benzyloxy)-1-(6-methyl-1,2,3,4,5,6-hexahydroazepino[4,3-b]indol-8-yl)pyridin-2(1H)-one (45 mg, 0.11 mmol) in CH2Cl2 (2.0 mL) was treated with anhydrous 1.0 M HCl in diethyl ether (0.11 mL, 0.11 mmol), and the resulting solution was stirred at ambient temperature for 1 h. The solution was concentrated to dryness, diluted with H2O and lyophilized to yield the title compound (47 mg, 95%) as an off-white powder: mp 283-287° C., decomp.; 1H NMR (500 MHz, DMSO-d6) δ 8.96 (s, 2H), 7.64... The reactants are COC[C@@H]1C[C@H](CCC1)N1C(C2=CC=CC=C2C1=O)=O (Racemic trans-2-(3-methoxymethyl-cyclohexyl)-isoindole-1,3-dione), NN (hydrazine). The solvent is CCO (EtOH). Reaction conditions: temperature 50 celsius, time 3 hour. Yields the product COC[C@@H]1C[C@H](CCC1)N (racemic trans-3-methoxymethyl-cyclohexylamine). Yield: 218.8%. As a reaction SMILES: [CH3:1][O:2][CH2:3][C@H:4]1[CH2:9][CH2:8][CH2:7][C@H:6]([N:10]2C(=O)C3C(=CC=CC=3)C2=O)[CH2:5]1.NN>CCO>[CH3:1][O:2][CH2:3][C@H:4]1[CH2:9][CH2:8][CH2:7][C@H:6]([NH2:10])[CH2:5]1. Reported procedure: Racemic trans-2-(3-methoxymethyl-cyclohexyl)-isoindole-1,3-dione (0.205 g, 0.75 mmol) was suspended in EtOH (5 mL) and hydrazine (0.07 mL, 2.25 mmol) was added. The resulting colorless mixture was stirred at 50° C. for 3 hours before cooled to RT. The solid that precipitated was filtered off and washed with EtOH. The filtrate was evaporated to give 0.235 g of racemic trans-3-methoxymethyl-cyclohexylamine as a white solid (50% pure by NMR). Product: Cc1ccc(S(=O)(=O)N(C)c2ccc(Br)cc2[N+](=O)[O-])cc1. As a reaction SMILES: [Br:1][c:2]1[cH:3][cH:4][c:5]([N:6]([S:7](=[O:8])(=[O:9])[c:10]2[cH:11][cH:12][c:13]([CH3:16])[cH:14][cH:15]2)[CH3:17])[cH:18][cH:19]1.[CH3:25][C:26](=[O:27])[OH:28].[OH2:24].[OH:20][N+:21]([O-:22])=[O:23]>>[Br:1][c:2]1[cH:3][c:4]([N+:21](=[O:20])[O-:22])[c:5]([N:6]([S:7](=[O:8])(=[O:9])[c:10]2[cH:11][cH:12][c:13]([CH3:16])[cH:14][cH:15]2)[CH3:17])[cH:18][cH:19]1. The reactants are Cc1ccc(S(=O)(=O)N(C)c2ccc(Br)cc2)cc1, CC(=O)O, O, O=[N+]([O-])O. The reactants are COc1ccc2c(c1)Sc1c(cc(OC)c(O)c1Br)N2C(=O)OC(C)Cl, CC(=O)O, CCOC(C)=O. Product: COc1ccc2c(c1)Sc1c(cc(OC)c(O)c1Br)N2C(=O)OC(C)OC(C)=O. RXN SMILES: [Br:1][c:2]1[c:3]([OH:26])[c:4]([O:24][CH3:25])[cH:5][c:6]2[c:15]1[S:14][c:13]1[c:8]([cH:9][cH:10][c:11]([O:16][CH3:17])[cH:12]1)[N:7]2[C:18](=[O:19])[O:20][CH:21]([CH3:22])[Cl:23].[CH3:27][C:28]([OH:29])=[O:30].[CH3:31][CH2:32][O:33][C:34](=[O:35])[CH3:36]>>[Br:1][c:2]1[c:3]([OH:26])[c:4]([O:24][CH3:25])[cH:5][c:6]2[c:15]1[S:14][c:13]1[c:8]([cH:9][cH:10][c:11]([O:16][CH3:17])[cH:12]1)[N:7]2[C:18](=[O:19])[O:20][CH:21]([CH3:22])[O:30][C:28]([CH3:27])=[O:29]. Starting materials: CCOC(=O)C(Br)CC, O=C([O-])[O-], COc1ccc(N2CCN(c3ccc(-n4cn[nH]c4=O)cc3)CC2)cc1, CN1CCCC1=O, [Na+], [Na+], O. Product: CCOC(=O)C(CC)n1ncn(-c2ccc(N3CCN(c4ccc(OC)cc4)CC3)cc2)c1=O. RXN SMILES: [Br:27][CH:28]([C:29](=[O:30])[O:31][CH2:32][CH3:33])[CH2:34][CH3:35].[C:36](=[O:37])([O-:38])[O-:39].[CH3:1][O:2][c:3]1[cH:4][cH:5][c:6]([N:9]2[CH2:10][CH2:11][N:12]([c:15]3[cH:16][cH:17][c:18](-[n:21]4[c:22](=[O:26])[nH:23][n:24][cH:25]4)[cH:19][cH:20]3)[CH2:13][CH2:14]2)[cH:7][cH:8]1.[CH3:43][N:44]1[CH2:45][CH2:46][CH2:47][C:48]1=[O:49].[Na+:40].[Na+:41].[OH2:42]>>[CH3:1][O:2][c:3]1[cH:4][cH:5][c:6]([N:9]2[CH2:10][CH2:11][N:12]([c:15]3[cH:16][cH:17][c:18](-[n:21]4[c:22](=[O:26])[n:23]([CH:28]([C:29](=[O:30])[O:31][CH2:32][CH3:33])[CH2:34][CH3:35])[n:24][cH:25]4)[cH:19][cH:20]3)[CH2:13][CH2:14]2)[cH:7][cH:8]1. Reactants: [BH3-]C#N, CC(=O)O, CO, NCc1ccccc1, [Na+], O=CC=Cc1ccccc1. Yields the product C(=Cc1ccccc1)CNCc1ccccc1. RXN SMILES: [C:19]([BH3-:20])#[N:21].[CH3:23][C:24](=[O:25])[OH:26].[CH3:27][OH:28].[NH2:11][CH2:12][c:13]1[cH:14][cH:15][cH:16][cH:17][cH:18]1.[Na+:22].[O:1]=[CH:2][CH:3]=[CH:4][c:5]1[cH:6][cH:7][cH:8][cH:9][cH:10]1>>[CH2:2]([CH:3]=[CH:4][c:5]1[cH:6][cH:7][cH:8][cH:9][cH:10]1)[NH:11][CH2:12][c:13]1[cH:14][cH:15][cH:16][cH:17][cH:18]1. The reactants are COC(=O)C=1N=C(OC1)CC=1SC(=CC1)C1(OCCO1)C (2-[5-(2-methyl-[1,3]dioxolan-2-yl)-thiophen-2-ylmethyl]-oxazole-4-carboxylic acid methyl ester), [OH-].[Na+] (NaOH), N#N (N2). Solvent: C1CCOC1 (THF), Cl (HCl). Conditions: time 1 hour. The product is C(C)(=O)C1=CC=C(S1)CC=1OC=C(N1)C(=O)O (2-(5-Acetyl-thiophen-2-ylmethyl)-oxazole-4-carboxylic acid), CC1(OCCO1)C1=CC=C(S1)CC=1OC=C(N1)C(=O)O (2-[5-(2-methyl-[1,3]dioxolan-2-yl)-thiophen-2-ylmethyl]-oxazole-4-carboxylic acid). Reaction SMILES: N#N.C[O:4][C:5]([C:7]1[N:8]=[C:9]([CH2:12][C:13]2[S:14][C:15]([C:18]3([CH3:23])[O:22][CH2:21][CH2:20][O:19]3)=[CH:16][CH:17]=2)[O:10][CH:11]=1)=[O:6].[OH-].[Na+]>C1COCC1.Cl>[C:18]([C:15]1[S:14][C:13]([CH2:12][C:9]2[O:10][CH:11]=[C:7]([C:5]([OH:6])=[O:4])[N:8]=2)=[CH:17][CH:16]=1)(=[O:19])[CH3:23].[CH3:23][C:18]1([C:15]2[S:14][C:13]([CH2:12][C:9]3[O:10][CH:11]=[C:7]([C:5]([OH:6])=[O:4])[N:8]=3)=[CH:17][CH:16]=2)[O:22][CH2:21][CH2:20][O:19]1 |f:2.3|. Procedure details: In a flame dried round-bottomed flask equipped with a magnetic stir bar and under inert atmosphere (N2), a solution of 2-[5-(2-methyl-[1,3]dioxolan-2-yl)-thiophen-2-ylmethyl]-oxazole-4-carboxylic acid methyl ester (570 mg, 1.84 mmol) in THF (20 mL) was treated at rt with 1N NaOH (10 mL, 10.00 mmol) and the reaction mixture was stirred for 1 h at rt. The reaction mixture was poured in 1N HCl (20 mL) and extracted twice with EA (20 mL). The combined org. extracts were dried over MgSO4, filtered, a... The reactants are O=C([O-])[O-], CC(C)N(C)C1CCC(C)(C)c2cc(C#C[Si](C)(C)C)ccc21, CO, CCOC(C)=O, [K+], [K+]. The product is C#Cc1ccc2c(c1)C(C)(C)CCC2N(C)C(C)C. Reaction SMILES: [C:26](=[O:27])([O-:28])[O-:29].[CH3:1][N:2]([CH:3]1[CH2:4][CH2:5][C:6]([CH3:19])([CH3:20])[c:7]2[cH:8][c:9]([C:13]#[C:14][Si:15]([CH3:16])([CH3:17])[CH3:18])[cH:10][cH:11][c:12]21)[CH:21]([CH3:22])[CH3:23].[CH3:24][OH:25].[CH3:32][CH2:33][O:34][C:35](=[O:36])[CH3:37].[K+:30].[K+:31]>>[CH3:1][N:2]([CH:3]1[CH2:4][CH2:5][C:6]([CH3:19])([CH3:20])[c:7]2[cH:8][c:9]([C:13]#[CH:14])[cH:10][cH:11][c:12]21)[CH:21]([CH3:22])[CH3:23]. Reactants: COC(CNc1c([N+](=O)[O-])cc(C)cc1[N+](=O)[O-])OC, CCOC(C)=O, CCO, OCCO, Cc1ccc(S(=O)(=O)O)cc1. Yields the product Cc1cc([N+](=O)[O-])c(NCC2OCCO2)c([N+](=O)[O-])c1. As a reaction SMILES: [CH3:1][O:2][CH:3]([CH2:4][NH:5][c:6]1[c:7]([N+:16](=[O:17])[O-:18])[cH:8][c:9]([CH3:15])[cH:10][c:11]1[N+:12](=[O:13])[O-:14])[O:19][CH3:20].[CH3:36][CH2:37][O:38][C:39](=[O:40])[CH3:41].[CH3:42][CH2:43][OH:44].[OH:21][CH2:22][CH2:23][OH:24].[c:25]1([CH3:26])[cH:27][cH:28][c:29]([S:30]([OH:31])(=[O:32])=[O:33])[cH:34][cH:35]1>>[CH2:1]1[O:2][CH:3]([CH2:4][NH:5][c:6]2[c:7]([N+:16](=[O:17])[O-:18])[cH:8][c:9]([CH3:15])[cH:10][c:11]2[N+:12](=[O:13])[O-:14])[O:19][CH2:20]1.